This data is from the Open Reaction Database (ORD), a public repository of structured organic reaction records. The task is: describe an organic reaction: reactants, conditions, products, and yield Reactants: C1CCOC1, COc1cc2ncnc(Sc3cccc(N)c3)c2cc1OC, CN(C)c1ccncc1, CC(F)(F)c1cc(NC(=O)Oc2ccccc2)n(-c2ccccc2)n1. The product is COc1cc2ncnc(Sc3cccc(NC(=O)Nc4cc(C(C)(F)F)nn4-c4ccccc4)c3)c2cc1OC. Reaction SMILES: [CH2:48]1[O:49][CH2:50][CH2:51][CH2:52]1.[CH3:1][O:2][c:3]1[cH:4][c:5]2[c:6]([S:15][c:16]3[cH:17][c:18]([NH2:19])[cH:20][cH:21][cH:22]3)[n:7][cH:8][n:9][c:10]2[cH:11][c:12]1[O:13][CH3:14].[CH3:53][N:54]([c:55]1[cH:56][cH:57][n:58][cH:59][cH:60]1)[CH3:61].[F:23][C:24]([CH3:25])([F:26])[c:27]1[n:28][n:29](-[c:42]2[cH:43][cH:44][cH:45][cH:46][cH:47]2)[c:30]([NH:32][C:33]([O:34][c:36]2[cH:37][cH:38][cH:39][cH:40][cH:41]2)=[O:35])[cH:31]1>>[CH3:1][O:2][c:3]1[cH:4][c:5]2[c:6]([S:15][c:16]3[cH:17][c:18]([NH:19][C:33]([NH:32][c:30]4[n:29](-[c:42]5[cH:43][cH:44][cH:45][cH:46][cH:47]5)[n:28][c:27]([C:24]([F:23])([CH3:25])[F:26])[cH:31]4)=[O:34])[cH:20][cH:21][cH:22]3)[n:7][cH:8][n:9][c:10]2[cH:11][c:12]1[O:13][CH3:14]. Reactants: CCCCO, CS(C)=O, CCN(C(C)C)C(C)C, CC(C)n1cnc2c(NCc3cccnc3)nc(F)nc21, CCC(N)C(O)C(F)(F)F. Yields the product CCC(Nc1nc(NCc2cccnc2)c2ncn(C(C)C)c2n1)C(O)C(F)(F)F. As a reaction SMILES: [CH2:41]([OH:42])[CH2:43][CH2:44][CH3:45].[CH3:46][S:47]([CH3:48])=[O:49].[CH:22]([N:23]([CH2:24][CH3:25])[CH:26]([CH3:27])[CH3:28])([CH3:29])[CH3:30].[F:1][c:2]1[n:3][c:4]([NH:14][CH2:15][c:16]2[cH:17][n:18][cH:19][cH:20][cH:21]2)[c:5]2[n:6][cH:7][n:8]([CH:11]([CH3:12])[CH3:13])[c:9]2[n:10]1.[NH2:31][CH:32]([CH:33]([C:34]([F:35])([F:36])[F:37])[OH:38])[CH2:39][CH3:40]>>[c:2]1([NH:31][CH:32]([CH:33]([C:34]([F:35])([F:36])[F:37])[OH:38])[CH2:39][CH3:40])[n:3][c:4]([NH:14][CH2:15][c:16]2[cH:17][n:18][cH:19][cH:20][cH:21]2)[c:5]2[n:6][cH:7][n:8]([CH:11]([CH3:12])[CH3:13])[c:9]2[n:10]1. Reactants: CC(=O)OCc1c(C)c(=O)[nH]c2ccc(Cl)cc12, COc1ccc(P2(=S)SP(=S)(c3ccc(OC)cc3)S2)cc1, CCCCC, Cc1ccccc1. Yields the product CC(=O)OCc1c(C)c(=S)[nH]c2ccc(Cl)cc12. RXN SMILES: [C:1]([CH3:2])(=[O:3])[O:4][CH2:5][c:6]1[c:7]([CH3:18])[c:8](=[O:17])[nH:9][c:10]2[cH:11][cH:12][c:13]([Cl:16])[cH:14][c:15]12.[CH3:19][O:20][c:21]1[cH:22][cH:23][c:24]([P:25]2(=[S:28])[S:26][P:27]([c:29]3[cH:30][cH:31][c:32]([O:33][CH3:34])[cH:35][cH:36]3)(=[S:37])[S:38]2)[cH:39][cH:40]1.[CH3:41][CH2:42][CH2:43][CH2:44][CH3:45].[CH3:46][c:47]1[cH:48][cH:49][cH:50][cH:51][cH:52]1>>[C:1]([CH3:2])(=[O:3])[O:4][CH2:5][c:6]1[c:7]([CH3:18])[c:8](=[S:28])[nH:9][c:10]2[cH:11][cH:12][c:13]([Cl:16])[cH:14][c:15]12. Reaction SMILES: [C:1]([C:3]1[CH:10]=[CH:9][C:6]([CH2:7]N)=[CH:5][CH:4]=1)#[N:2].O.S(=O)(=O)(O)[OH:13].N([O-])=O.[Na+]>C1(C)C=CC=CC=1>[C:1]([C:3]1[CH:10]=[CH:9][C:6]([CH2:7][OH:13])=[CH:5][CH:4]=1)#[N:2] |f:3.4|. Procedure details: p-Cyanobenzylamine (13.2 g), water (54 g), and toluene (20 g) were mixed, and the mixture was stirred with cooling with ice. Concentrated sulfuric acid (14.7 g) was added to the mixture. Subsequently, a 20 wt % aqueous solution (44.9 g) of sodium nitrite was added dropwise to the mixture over one hour. The mixture was stirred at the same temperature for four hours. For the subsequent process, the procedure of Example 1 was repeated, to thereby obtain 6.8 g of p-cyanobenzyl alcohol (yield 51%). T... The yield is 51.1%. The product is C(#N)C1=CC=C(CO)C=C1 (p-cyanobenzyl alcohol). Run in C1(=CC=CC=C1)C (toluene). The reactants are C(#N)C1=CC=C(CN)C=C1 (p-Cyanobenzylamine), O (water), S(O)(O)(=O)=O (sulfuric acid), aqueous solution, N(=O)[O-].[Na+] (sodium nitrite). Reactants: CC(C)(C)OC(=O)NCc1ccc(CC(C=CS(C)(=O)=O)NC(c2ccccc2)(c2ccccc2)c2ccccc2)cc1, ClCCl, Cl, O=C(O)C(F)(F)F, O. The product is CC(C)(C)OC(=O)NCc1ccc(CC(N)C=CS(C)(=O)=O)cc1. RXN SMILES: [CH3:1][S:2](=[O:3])(=[O:4])[CH:5]=[CH:6][CH:7]([CH2:8][c:9]1[cH:10][cH:11][c:12]([CH2:13][NH:14][C:15]([O:16][C:17]([CH3:18])([CH3:19])[CH3:20])=[O:21])[cH:22][cH:23]1)[NH:24][C:25]([c:26]1[cH:27][cH:28][cH:29][cH:30][cH:31]1)([c:32]1[cH:33][cH:34][cH:35][cH:36][cH:37]1)[c:38]1[cH:39][cH:40][cH:41][cH:42][cH:43]1.[Cl:51][CH2:52][Cl:53].[ClH:54].[F:44][C:45]([F:46])([F:47])[C:48]([OH:49])=[O:50].[OH2:55]>>[CH3:1][S:2](=[O:3])(=[O:4])[CH:5]=[CH:6][CH:7]([CH2:8][c:9]1[cH:10][cH:11][c:12]([CH2:13][NH:14][C:15]([O:16][C:17]([CH3:18])([CH3:19])[CH3:20])=[O:21])[cH:22][cH:23]1)[NH2:24]. Procedure: 500 mg 6,7-Dihydro-thieno[3,2-d]pyrimidine-2,4-diol and 10 mL phosphoroxychloride was stirred 30 min at 140° C. under microwave conditions. The reaction was added to water and then dichlormethane was added. The mixture was stirred for 20 min. The layers were separated and the dichlormethane layer was evaporated to give 586 mg of the desired product. Product: ClC=1N=C(C2=C(N1)CCS2)Cl (2,4-dichloro-6,7-dihydro-thieno[3,2-d]pyrimidine). Reaction conditions: time 20 minute. Reactants: ClCCl (dichlormethane), N1=C(N=C(C2=C1CCS2)O)O (6,7-Dihydro-thieno[3,2-d]pyrimidine-2,4-diol), O=P(Cl)(Cl)Cl (phosphoroxychloride), O (water). As a reaction SMILES: [N:1]1[C:6]2[CH2:7][CH2:8][S:9][C:5]=2C(O)=[N:3][C:2]=1O.O=P(Cl)(Cl)[Cl:14].O.Cl[CH2:19][Cl:20]>>[Cl:14][C:2]1[N:3]=[C:19]([Cl:20])[C:5]2[S:9][CH2:8][CH2:7][C:6]=2[N:1]=1. Reactants: FC1=CC=C(C(=O)CC#N)C=C1 (p-fluorobenzoylacetonitrile), C(C)(OCC)(OCC)OCC (triethyl orthoacetate), C(C)(=O)OC(C)=O (acetic anhydride). Product: FC1=CC=C(C(=O)/C(/C#N)=C(\C)/OCC)C=C1 (2-(p-fluorobenzoyl)-3-ethoxycrotononitrile). Reaction SMILES: [F:1][C:2]1[CH:12]=[CH:11][C:5]([C:6]([CH2:8][C:9]#[N:10])=[O:7])=[CH:4][CH:3]=1.[C:13](OCC)(OCC)([O:15][CH2:16][CH3:17])[CH3:14].C(OC(=O)C)(=O)C>>[F:1][C:2]1[CH:3]=[CH:4][C:5]([C:6](/[C:8](=[C:13](/[O:15][CH2:16][CH3:17])\[CH3:14])/[C:9]#[N:10])=[O:7])=[CH:11][CH:12]=1. Procedure: A solution of 16.3 g. of p-fluorobenzoylacetonitrile and 18.3 ml. of triethyl orthoacetate in 35 ml. of acetic anhydride is heated on a steam bath for 2.5 hours. The solvents are removed in vacuo and the residue is distilled at 165°-167° C./300μ. Upon cooling, this distillate solidifies and is recrystallized from methylene chloride/hexane to give the desired 2-(p-fluorobenzoyl)-3-ethoxycrotononitrile, m.p. 77°/89° C.